This data is from the Open Reaction Database (ORD), a public repository of structured organic reaction records. The task is: describe an organic reaction: reactants, conditions, products, and yield RXN SMILES: [Na].[CH2:2]([O:6][C:7]1[CH:12]=[CH:11][CH:10]=[CH:9][C:8]=1[OH:13])[CH:3]([CH3:5])[CH3:4].Cl.[CH2:15]([N:17]([CH2:20][CH2:21]Cl)[CH2:18][CH3:19])[CH3:16]>C(O)C>[CH2:2]([O:6][C:7]1[CH:12]=[CH:11][CH:10]=[CH:9][C:8]=1[O:13][CH2:16][CH2:15][N:17]([CH2:20][CH3:21])[CH2:18][CH3:19])[CH:3]([CH3:5])[CH3:4] |f:2.3,^1:0|. Product: C(C(C)C)OC1=C(C=CC=C1)OCCN(CC)CC (1-Isobutoxy-2-(2'-diethylaminoethoxy)-benzene). Starting materials: [Na] (sodium), product, C(C(C)C)OC1=C(C=CC=C1)O (o-isobutoxyphenol), Cl.C(C)N(CC)CCCl (diethylaminoethylchloride hydrochloride). Procedure: The compound was prepared as described in Example 1, using sodium (2.3 g; 100 mole), o-isobutoxyphenol (8.30 g; 50 mmole) and diethylaminoethylchloride hydrochloride (8.6 g; 50 mmole) in 150 ml of ethanol. Yield 9.3 g (70%) of product, boiling at 112° C under a pressure of 0.01 mm Hg, nD25 : 1.4942. The solvent is C(C)O (ethanol).